This data is from the Open Reaction Database (ORD), a public repository of structured organic reaction records. The task is: describe an organic reaction: reactants, conditions, products, and yield The reactants are [BH4-], CCO, CCOC(=O)c1nn(-c2ncccc2Cl)cc1CN1CCC2(CC1)OCC(F)(F)c1cc(Cl)sc12, [Li+], C1CCOC1. Yields the product OCc1nn(-c2ncccc2Cl)cc1CN1CCC2(CC1)OCC(F)(F)c1cc(Cl)sc12. Reaction SMILES: [BH4-:36].[CH3:43][CH2:44][OH:45].[Cl:1][c:2]1[cH:3][c:4]2[c:5]([s:6]1)[C:7]1([CH2:8][CH2:9][N:10]([CH2:13][c:14]3[c:15]([C:26](=[O:27])[O:28][CH2:29][CH3:30])[n:16][n:17](-[c:19]4[n:20][cH:21][cH:22][cH:23][c:24]4[Cl:25])[cH:18]3)[CH2:11][CH2:12]1)[O:31][CH2:32][C:33]2([F:34])[F:35].[Li+:37].[O:38]1[CH2:39][CH2:40][CH2:41][CH2:42]1>>[Cl:1][c:2]1[cH:3][c:4]2[c:5]([s:6]1)[C:7]1([CH2:8][CH2:9][N:10]([CH2:13][c:14]3[c:15]([CH2:26][OH:27])[n:16][n:17](-[c:19]4[n:20][cH:21][cH:22][cH:23][c:24]4[Cl:25])[cH:18]3)[CH2:11][CH2:12]1)[O:31][CH2:32][C:33]2([F:34])[F:35]. Procedure details: 500 mg (2.3 mmol) of ethyl 4-(2-imidazoline-2-yl)benzoate and 500 mg of 10% palladium/carbon were heated in 20 ml of toluene under reflux in argon atmosphere for 9 hours. The reaction liquid was diluted with ethyl acetate and filtered through Celite. The filtrate was concentrated to obtain the title compound. Reagents/catalysts: [Pd] (palladium/carbon). Starting materials: N1C(=NCC1)C1=CC=C(C(=O)OCC)C=C1 (ethyl 4-(2-imidazoline-2-yl)benzoate). Reaction SMILES: [NH:1]1[CH2:5][CH2:4][N:3]=[C:2]1[C:6]1[CH:16]=[CH:15][C:9]([C:10]([O:12][CH2:13][CH3:14])=[O:11])=[CH:8][CH:7]=1>C1(C)C=CC=CC=1.C(OCC)(=O)C.[Pd]>[NH:1]1[CH:5]=[CH:4][N:3]=[C:2]1[C:6]1[CH:7]=[CH:8][C:9]([C:10]([O:12][CH2:13][CH3:14])=[O:11])=[CH:15][CH:16]=1. The solvent is C1(=CC=CC=C1)C (toluene), C(C)(=O)OCC (ethyl acetate). Product: N1C(=NC=C1)C1=CC=C(C(=O)OCC)C=C1 (ethyl 4-(2-1H-imidazolyl)benzoate). Reactants: FC=1C=C2C(=NNC2=CC1)C(=O)O (5-fluoro-1H-indazole-3-carboxylic acid), N[C@H]1C[C@H](N(C1)C(=O)OC(C)(C)C)CC(=O)OC (tert-butyl (2S,4S)-4-amino-2-(2-methoxy-2-oxoethyl)pyrrolidine-1-carboxylate). The product is FC=1C=C2C(=NNC2=CC1)C(=O)N[C@H]1C[C@H](N(C1)C(=O)OC(C)(C)C)CC(=O)OC (tert-Butyl (2S,4S)-4-{[(5-fluoro-1H-indazol-3-yl)carbonyl]amino}-2-(2-methoxy-2-oxoethyl)pyrrolidine-1-carboxylate). As a reaction SMILES: [F:1][C:2]1[CH:3]=[C:4]2[C:8](=[CH:9][CH:10]=1)[NH:7][N:6]=[C:5]2[C:11]([OH:13])=O.[NH2:14][C@@H:15]1[CH2:19][N:18]([C:20]([O:22][C:23]([CH3:26])([CH3:25])[CH3:24])=[O:21])[C@H:17]([CH2:27][C:28]([O:30][CH3:31])=[O:29])[CH2:16]1>>[F:1][C:2]1[CH:3]=[C:4]2[C:8](=[CH:9][CH:10]=1)[NH:7][N:6]=[C:5]2[C:11]([NH:14][C@@H:15]1[CH2:19][N:18]([C:20]([O:22][C:23]([CH3:24])([CH3:25])[CH3:26])=[O:21])[C@H:17]([CH2:27][C:28]([O:30][CH3:31])=[O:29])[CH2:16]1)=[O:13]. Procedure: The title compound was prepared according to the procedure described in step 1 of Example 7 from 5-fluoro-1H-indazole-3-carboxylic acid (J. Heterocyclic Chem. 1964, 1, 239) and tert-butyl (2S,4S)-4-amino-2-(2-methoxy-2-oxoethyl)pyrrolidine-1-carboxylate (step 4 of Example 9). Starting materials: N12CCCCCC2=NCCC1 (1,8-Diazabicyclo[5.4.0]undec-7-ene), BrC(CBr)C1=CC(=CC=2N=C(OC21)C2=CC=C(C=C2)O)O (7-(1,2-dibromoethyl)-2-(4-hydroxyphenyl)-1,3-benzoxazol-5-ol). Run in C(C)#N (acetonitrile). Reaction conditions: time 24 hour. Product: BrC(=C)C1=CC(=CC=2N=C(OC21)C2=CC=C(C=C2)O)O (7-(1-Bromovinyl)-2-(4-hydroxyphenyl)-1,3-benzoxazol-5-ol). Yield: 58.0%. As a reaction SMILES: N12CCCN=C1CCCCC2.[Br:12][CH:13]([C:16]1[C:24]2[O:23][C:22]([C:25]3[CH:30]=[CH:29][C:28]([OH:31])=[CH:27][CH:26]=3)=[N:21][C:20]=2[CH:19]=[C:18]([OH:32])[CH:17]=1)[CH2:14]Br>C(#N)C>[Br:12][C:13]([C:16]1[C:24]2[O:23][C:22]([C:25]3[CH:30]=[CH:29][C:28]([OH:31])=[CH:27][CH:26]=3)=[N:21][C:20]=2[CH:19]=[C:18]([OH:32])[CH:17]=1)=[CH2:14]. Procedure: 1,8-Diazabicyclo[5.4.0]undec-7-ene (0.25 g, 1.65 mmol) was added into a solution of 7-(1,2-dibromoethyl)-2-(4-hydroxyphenyl)-1,3-benzoxazol-5-ol (0.4 g, 0.96 mmol) and acetonitrile (4 mL). The reaction mixture was stirred for 24 h, poured into cold (0° C.). HCl (1N, 10 mL) and extracted with EtOAc. The organic extracts were dried over MgSO4. Evaporation and purification by flash chromatography (CH2Cl2/hexanes/isopropyl alcohol 15/5/1) gave a white solid (185 mg, 58% yield, m.p. 228–230° C.); MS ... Starting materials: C(C)(=O)NC=1SC=C(C1C(=O)OCC)C1=CC=CC=C1 (2-acetylamino-3-ethoxycarbonyl-4-phenylthiophene), C(C)(=O)NC=1SC=CC1S(=O)(=O)C1=CC=CC=C1 (2-acetylamino-3-phenylsulphonylthiophene). Reaction SMILES: C(NC1SC=C(C2C=CC=CC=2)C=1C(OCC)=O)(=O)C.C([NH:24][C:25]1SC=C[C:29]=1[S:30]([C:33]1[CH:38]=[CH:37][CH:36]=[CH:35][CH:34]=1)(=[O:32])=[O:31])(=O)C>>[C:33]1([S:30]([CH2:29][C:25]#[N:24])(=[O:31])=[O:32])[CH:34]=[CH:35][CH:36]=[CH:37][CH:38]=1. Procedure details: In place of the 2-acetylamino-3-ethoxycarbonyl-4-phenylthiophene used in Example 4 there is used an equivalent amount of 2-acetylamino-3-phenylsulphonylthiophene (which was obtained by condensing phenylsulphonylacetonitrile with 2:5-dihydroxy-1:4-dithiane in ethanol containing piperidine and subsequently acetylating) whereby 2-amino-3-phenylsulphonyl-5-nitrothiophene (m.pt 155° - 157° C) is obtained. The product is C1(=CC=CC=C1)S(=O)(=O)CC#N (phenylsulphonylacetonitrile). Reactants: ClC(COC(C1=C(C=CC=C1)CSC1=CC(=CC=C1)CC(=O)OCC1=CC=C(C=C1)C(F)(F)F)=O)(Cl)Cl (2-[3-(4-trifluoromethyl-benzyloxycarbonylmethyl)-phenylsulfanylmethyl]-benzoic acid 2,2,2-trichloro-ethyl ester), C(Cl)Cl (DCM), ClC(COC(C1=C(C=CC=C1)CSC1=CC(=CC=C1)CC(=O)O)=O)(Cl)Cl (2-(3-carboxymethyl-phenylsulfanylmethyl)-benzoic acid 2,2,2-trichloro-ethyl ester), FC(C1=CC=C(C=C1)C(C)O)(F)F (1-(4-trifluoromethyl-phenyl)-ethanol). The reagents and catalysts are CN(C)C=1C=CN=CC1 (DMAP). Solvent: CCOC(=O)C (EtOAc), CCCCCCC (heptane). The product is ClC(COC(C1=C(C=CC=C1)CSC1=CC(=CC=C1)C(C1=CC=C(C=C1)C(F)(F)F)C(=O)OCC)=O)(Cl)Cl (2-{3-[1-(4-Trifluoromethyl-phenyl)-ethoxycarbonylmethyl]phenylsulfanylmethyl}-benzoic acid 2,2,2-trichloro-ethyl ester). Yield: 67.0%. Reaction SMILES: [Cl:1][C:2]([Cl:37])([Cl:36])[CH2:3][O:4][C:5](=[O:35])[C:6]1[CH:11]=[CH:10][CH:9]=[CH:8][C:7]=1[CH2:12][S:13][C:14]1[CH:19]=[CH:18][CH:17]=[C:16]([CH2:20][C:21]([O:23][CH2:24]C2C=CC(C(F)(F)F)=CC=2)=[O:22])[CH:15]=1.Cl[C:39](Cl)(Cl)COC(=O)C1C=CC=CC=1CSC1C=CC=C(CC(O)=O)C=1.[F:64][C:65]([F:76])([F:75])[C:66]1[CH:71]=[CH:70][C:69](C(O)C)=[CH:68][CH:67]=1.C(Cl)Cl>CN(C1C=CN=CC=1)C.CCCCCCC.CCOC(C)=O>[Cl:37][C:2]([Cl:1])([Cl:36])[CH2:3][O:4][C:5](=[O:35])[C:6]1[CH:11]=[CH:10][CH:9]=[CH:8][C:7]=1[CH2:12][S:13][C:14]1[CH:19]=[CH:18][CH:17]=[C:16]([CH:20]([C:21]([O:23][CH2:24][CH3:39])=[O:22])[C:69]2[CH:68]=[CH:67][C:66]([C:65]([F:64])([F:75])[F:76])=[CH:71][CH:70]=2)[CH:15]=1. Procedure details: The titled compound was prepared according to the method described for 2-[3-(4-trifluoromethyl-benzyloxycarbonylmethyl)-phenylsulfanylmethyl]-benzoic acid 2,2,2-trichloro-ethyl ester above from 2-(3-carboxymethyl-phenylsulfanylmethyl)-benzoic acid 2,2,2-trichloro-ethyl ester (168 mg, 0.387 mmol), 1-(4-trifluoromethyl-phenyl)-ethanol (88 mg, 0.465 mmol), EDCxHCl (111 mg, 0.581 mmol), DMAP (4.7 mg, 0.039 mmol) and DCM (5 mL). The crude was submitted to flash chromatography using heptane and EtOAc ...